Dataset: the Open Reaction Database (ORD), a public repository of structured organic reaction records. Task: describe an organic reaction: reactants, conditions, products, and yield The product is [Br-].OC(CCCC[P+](C1=CC=CC=C1)(C1=CC=CC=C1)C1=CC=CC=C1)CO ((5,6-Dihydroxyhexyl)triphenylphosphonium bromide). Conditions: time 30 minute. The solvent is CC(=O)C (acetone). Reactants: BrCCCCC1OC(OC1)(C)C (4-(4-bromobutyl)-2,2-dimethyl-1,3-dioxolane), C1(=CC=CC=C1)P(C1=CC=CC=C1)C1=CC=CC=C1 (triphenylphosphine), C(C)#N (acetonitrile). Reaction SMILES: [Br:1][CH2:2][CH2:3][CH2:4][CH2:5][CH:6]1[CH2:10][O:9]C(C)(C)[O:7]1.[C:13]1([P:19]([C:26]2[CH:31]=[CH:30][CH:29]=[CH:28][CH:27]=2)[C:20]2[CH:25]=[CH:24][CH:23]=[CH:22][CH:21]=2)[CH:18]=[CH:17][CH:16]=[CH:15][CH:14]=1.C(#N)C>CC(C)=O>[Br-:1].[OH:7][CH:6]([CH2:10][OH:9])[CH2:5][CH2:4][CH2:3][CH2:2][P+:19]([C:20]1[CH:21]=[CH:22][CH:23]=[CH:24][CH:25]=1)([C:26]1[CH:31]=[CH:30][CH:29]=[CH:28][CH:27]=1)[C:13]1[CH:14]=[CH:15][CH:16]=[CH:17][CH:18]=1 |f:4.5|. Reported procedure: A stirred solution of 125 g. of 4-(4-bromobutyl)-2,2-dimethyl-1,3-dioxolane, 154 g. of triphenylphosphine, 800 ml. of acetonitrile, and 270 ml. of acetone is heated at reflux for 69 hours. The solvents are removed under vacuum, and the residue is treated with 250 ml. of chloroform and 15 ml. of water. The resulting mixture is stirred vigorously for 30 minutes. The solvents are removed with the aid of benzene chaser, and the solid product is washed with ether and dried under vacuum to give white ... Starting materials: CSSC(C)(C)CCC(=O)O, CC(C)N=C=NC(C)C, OCc1cc(OCCN2CCNCC2)cc(CO)n1, CN(C)C=O, O, On1nnc2ccccc21. Yields the product CSSC(C)(C)CCC(=O)N1CCN(CCOc2cc(CO)nc(CO)c2)CC1. RXN SMILES: [CH3:1][C:2]([CH2:3][CH2:4][C:5](=[O:6])[OH:7])([CH3:8])[S:9][S:10][CH3:11].[CH:12]([N:13]=[C:14]=[N:15][CH:16]([CH3:17])[CH3:18])([CH3:19])[CH3:20].[N:32]1([CH2:38][CH2:39][O:40][c:41]2[cH:42][c:43]([CH2:49][OH:50])[n:44][c:45]([CH2:47][OH:48])[cH:46]2)[CH2:33][CH2:34][NH:35][CH2:36][CH2:37]1.[O:51]=[CH:52][N:53]([CH3:54])[CH3:55].[OH2:21].[OH:22][n:23]1[c:24]2[cH:25][cH:26][cH:27][cH:28][c:29]2[n:30][n:31]1>>[CH3:1][C:2]([CH2:3][CH2:4][C:5](=[O:7])[N:35]1[CH2:34][CH2:33][N:32]([CH2:38][CH2:39][O:40][c:41]2[cH:42][c:43]([CH2:49][OH:50])[n:44][c:45]([CH2:47][OH:48])[cH:46]2)[CH2:37][CH2:36]1)([CH3:8])[S:9][S:10][CH3:11]. The reactants are CC=CC(=O)OC, CCCCC(CC)CN, CCCCCC. Yields the product CC=CC(=O)NCC(CC)CCCC. Reaction SMILES: [C:10]([CH:11]=[CH:12][CH3:13])(=[O:14])[O:15][CH3:16].[CH2:1]([CH3:2])[CH:3]([CH2:4][NH2:5])[CH2:6][CH2:7][CH2:8][CH3:9].[CH3:17][CH2:18][CH2:19][CH2:20][CH2:21][CH3:22]>>[CH2:1]([CH3:2])[CH:3]([CH2:4][NH:5][C:10]([CH:11]=[CH:12][CH3:13])=[O:14])[CH2:6][CH2:7][CH2:8][CH3:9]. Reactants: ClC1=CC=C(C=2N3C(=NC21)N(CCC3)C3=C(C=C(C=C3)Cl)Cl)C(CC)O (1-[9-chloro-1-(2,4-dichlorophenyl)-1,2,3,4-tetrahydropyrimido[1,2-a]benzimidazol-6-yl]propan-1-ol), S(O)(O)(=O)=O (sulfuric acid), CC(C)O (2-propanol), C(O)([O-])=O.[Na+] (sodium hydrogen carbonate). Run at temperature 100 celsius, time 16 hour. The product is ClC1=CC=C(C=2N3C(=NC21)N(CCC3)C3=C(C=C(C=C3)Cl)Cl)C(CC)OC(C)C (9-Chloro-1-(2,4-dichlorophenyl)-6-[1-(1-methylethoxy)propyl]-1,2,3,4-tetrahydropyrimido[1,2-a]benzimidazole). As a reaction SMILES: [Cl:1][C:2]1[C:10]2[N:9]=[C:8]3[N:11]([C:15]4[CH:20]=[CH:19][C:18]([Cl:21])=[CH:17][C:16]=4[Cl:22])[CH2:12][CH2:13][CH2:14][N:7]3[C:6]=2[C:5]([CH:23]([OH:26])[CH2:24][CH3:25])=[CH:4][CH:3]=1.S(=O)(=O)(O)O.C(=O)([O-])O.[Na+].[CH3:37][CH:38](O)[CH3:39]>>[Cl:1][C:2]1[C:10]2[N:9]=[C:8]3[N:11]([C:15]4[CH:20]=[CH:19][C:18]([Cl:21])=[CH:17][C:16]=4[Cl:22])[CH2:12][CH2:13][CH2:14][N:7]3[C:6]=2[C:5]([CH:23]([O:26][CH:38]([CH3:39])[CH3:37])[CH2:24][CH3:25])=[CH:4][CH:3]=1 |f:2.3|. Reported procedure: To a solution of 1-[9-chloro-1-(2,4-dichlorophenyl)-1,2,3,4-tetrahydropyrimido[1,2-a]benzimidazol-6-yl]propan-1-ol (151.3 mg, 0.368 mmol) in 2-propanol (10.0 mL) was added sulfuric acid (0.45 mL) at 0° C. The reaction mixture was stirred at 100° C. for 16 hrs. The mixture was poured into aqueous saturated sodium hydrogen carbonate and concentrated. The residue was extracted with ethyl acetate (×3). The combined organic layer was washed with brine (×1), dried over anhydrous magnesium sulfate, fil... Reactants: CO, ClCCl, CCc1cc(Cl)ncn1, c1nc[nH]n1. Product: CCc1cc(-n2cncn2)ncn1. Reaction SMILES: [CH3:15][OH:16].[Cl:17][CH2:18][Cl:19].[Cl:1][c:2]1[n:3][cH:4][n:5][c:6]([CH2:8][CH3:9])[cH:7]1.[nH:10]1[n:11][cH:12][n:13][cH:14]1>>[c:2]1(-[n:10]2[n:11][cH:12][n:13][cH:14]2)[n:3][cH:4][n:5][c:6]([CH2:8][CH3:9])[cH:7]1. Starting materials: Cl (HCl), BrC1=C(C2=C(N(C(=N2)N2CCN(CC2)C(=O)OC(C)(C)C)CC)C=C1Br)C#N (tert-butyl 4-(5,6-dibromo-4-cyano-1-ethyl-1H-1,3-benzodiazol-2-yl)piperazine-1-carboxylate), C(C)OCC (Diethyl ether). Run in O1CCOCC1 (dioxane), O1CCOCC1 (1,4-dioxane). Yields the product Cl.BrC1=C(C2=C(N(C(=N2)N2CCNCC2)CC)C=C1Br)C#N (5,6-dibromo-1-ethyl-2-(piperazin-1-yl)-1H-1,3-benzodiazole-4-carbonitrile hydrochloride). RXN SMILES: [Br:1][C:2]1[C:25]([Br:26])=[CH:24][C:5]2[N:6]([CH2:22][CH3:23])[C:7]([N:9]3[CH2:14][CH2:13][N:12](C(OC(C)(C)C)=O)[CH2:11][CH2:10]3)=[N:8][C:4]=2[C:3]=1[C:27]#[N:28].[ClH:29].C(OCC)C>O1CCOCC1>[ClH:29].[Br:1][C:2]1[C:25]([Br:26])=[CH:24][C:5]2[N:6]([CH2:22][CH3:23])[C:7]([N:9]3[CH2:14][CH2:13][NH:12][CH2:11][CH2:10]3)=[N:8][C:4]=2[C:3]=1[C:27]#[N:28] |f:4.5|. Procedure details: tert-butyl 4-(5,6-dibromo-4-cyano-1-ethyl-1H-1,3-benzodiazol-2-yl)piperazine-1-carboxylate (Method 8A) (900 mg, 2.18 mmol) was dissolved in 1,4-dioxane (5.0 ml) and 4M HCl in dioxane (2.0 ml) was added. The mixture was stirred at room temperature until the reaction was complete (18 hrs) by LC/MS. Diethyl ether (10.0 ml) was added, product was filtered off, washed with diethyl ether and dried to afford 5,6-dibromo-1-ethyl-2-(piperazin-1-yl)-1H-1,3-benzodiazole-4-carbonitrile hydrochloride (820 mg...